This data is from the Open Reaction Database (ORD), a public repository of structured organic reaction records. The task is: describe an organic reaction: reactants, conditions, products, and yield The reactants are C(C)O (ethanol), BrC=1C=C(C=CC1OC)C1C(N=NC1)([N+](=O)[O-])C (4-(3-bromo-4-methoxyphenyl)-3-methyl-3-nitro-4,5-dihydro-3H-pyrazole), O (water), C(C)O (ethanol), [OH-].[K+] (potassium hydroxide). Solvent: ClCCl (dichloromethane), C(C)(=O)OCC (ethyl acetate). Reaction conditions: time 15 minute. Yields the product BrC=1C=C(C=CC1OC)C=1C(=NNC1)C (4-(3-Bromo-4-methoxyphenyl)-3-methylpyrazole). Isolated yield 93.6%. As a reaction SMILES: [Br:1][C:2]1[CH:3]=[C:4]([CH:10]2[CH2:14][N:13]=[N:12][C:11]2([CH3:18])[N+]([O-])=O)[CH:5]=[CH:6][C:7]=1[O:8][CH3:9].O.[OH-].[K+].C(O)C>ClCCl.C(OCC)(=O)C>[Br:1][C:2]1[CH:3]=[C:4]([C:10]2[C:11]([CH3:18])=[N:12][NH:13][CH:14]=2)[CH:5]=[CH:6][C:7]=1[O:8][CH3:9] |f:2.3|. Procedure: A mixture of 4-(3-bromo-4-methoxyphenyl)-3-methyl-3-nitro-4,5-dihydro-3H-pyrazole (100 mg, 0.32 mmol) and 0.5 mL of water was stirred at room temperature and 2.0 mL of 40% aqueous potassium hydroxide was added. After the mixture had been sonicated for 5 min, 1.0 mL of 95% ethanol was added, followed 20 min later by another 0.5 mL of 95% ethanol. After 15 min, the solution was extracted with 2×20 mL of ether. The ether extracts were washed in succession with 10 mL of saturated aqueous sodium chlo... The reactants are [OH-].[Na+] (sodium hydroxide), O (Water), ClC=1C(=NC=CC1)N1N=C(C=C1C(=O)OCC)OCC(F)(F)F (ethyl 1-(3-chloro-2-pyridinyl)-3-(2,2,2-trifluoroethoxy)-1H-pyrazole-5-carboxylate), product, O (water). Run in CO (methanol). Run at time 30 minute. The product is ClC=1C(=NC=CC1)N1N=C(C=C1C(=O)O)OCC(F)(F)F (1-(3-chloro-2-pyridinyl)-3-(2,2,2-trifluoroethoxy)-1H-pyrazole-5-carboxylic acid). As a reaction SMILES: [Cl:1][C:2]1[C:3]([N:8]2[C:12]([C:13]([O:15]CC)=[O:14])=[CH:11][C:10]([O:18][CH2:19][C:20]([F:23])([F:22])[F:21])=[N:9]2)=[N:4][CH:5]=[CH:6][CH:7]=1.O.[OH-].[Na+]>CO>[Cl:1][C:2]1[C:3]([N:8]2[C:12]([C:13]([OH:15])=[O:14])=[CH:11][C:10]([O:18][CH2:19][C:20]([F:23])([F:21])[F:22])=[N:9]2)=[N:4][CH:5]=[CH:6][CH:7]=1 |f:2.3|. Procedure details: To a stirred solution of ethyl 1-(3-chloro-2-pyridinyl)-3-(2,2,2-trifluoroethoxy)-1H-pyrazole-5-carboxylate (i.e. product of Step B) (0.92 g, 2.8 mmol) in methanol (15 mL) was added water (5 mL), which caused the reaction mixture to become cloudy. An aqueous solution of sodium hydroxide (50%, 1.5 g, 19.2 mmol) was added dropwise, and the reaction mixture was stirred at room temperature for 30 minutes, during which time the reaction mixture became again clear. Water (20 mL) was added and the reac... The reactants are ClC1=C(C=C(C=C1)/C=C/C(=O)N)F ((E)-3-(4-chloro-3-fluorophenyl)-2-propenamide), ClCC(=O)CCl (1,3-dichloroacetone). The product is ClC1=C(C=C(C=C1)/C=C/C=1OC=C(N1)CCl)F (2-[(E)-2-(4-chloro-3-fluorophenyl)ethenyl]-4-(chloromethyl)-1,3-oxazole). Isolated yield 41.9%. Reaction SMILES: [Cl:1][C:2]1[CH:7]=[CH:6][C:5](/[CH:8]=[CH:9]/[C:10]([NH2:12])=[O:11])=[CH:4][C:3]=1[F:13].[Cl:14][CH2:15][C:16]([CH2:18]Cl)=O>>[Cl:1][C:2]1[CH:7]=[CH:6][C:5](/[CH:8]=[CH:9]/[C:10]2[O:11][CH:18]=[C:16]([CH2:15][Cl:14])[N:12]=2)=[CH:4][C:3]=1[F:13]. Reported procedure: Using (E)-3-(4-chloro-3-fluorophenyl)-2-propenamide (8.67 g) and 1,3-dichloroacetone (11.0 g), the same reaction as Reference Example 1-(ii) was carried out to yield the titled compound (4.95 g) as colorless flaky crystals. Yields the product C(C)OC1([C@H]([C@@H](C1)CO)CO)OCC ((trans)-3,3-Diethoxy-1,2-cyclobutanedimethanol). Solvent: C1CCOC1 (THF), CCOCC (ether), C1CCOC1 (THF). RXN SMILES: [H-].[Al+3].[Li+].[H-].[H-].[H-].[CH2:7]([O:9][C:10]1([O:24][CH2:25][CH3:26])[CH2:13][C@@H:12]([C:14](OCC)=[O:15])[C@@H:11]1[C:19](OCC)=[O:20])[CH3:8].[Cl-].[NH4+].S(=O)(=O)(O)O>C1COCC1.CCOCC>[CH2:25]([O:24][C:10]1([O:9][CH2:7][CH3:8])[CH2:13][C@@H:12]([CH2:14][OH:15])[C@@H:11]1[CH2:19][OH:20])[CH3:26] |f:0.1.2.3.4.5,7.8|. Yield: 70.1%. The reactants are C(C)OC1([C@H]([C@@H](C1)C(=O)OCC)C(=O)OCC)OCC ((trans)-3,3-diethoxy-1,2-cyclobutanedicarboxylic acid, diethyl ester), S(O)(O)(=O)=O (sulfuric acid), [H-].[Al+3].[Li+].[H-].[H-].[H-] (lithium aluminum hydride), [Cl-].[NH4+] (ammonium chloride). Reported procedure: To a suspension of lithium aluminum hydride (2.38 g, 0.0627 mol) in dry THF (50 ml) was added slowly (trans)-3,3-diethoxy-1,2-cyclobutanedicarboxylic acid, diethyl ester (11.29 g, 0.0392 mol) in THF (25 ml) so that a gentle reflux was maintained. The reaction was heated at 55° for 4 hours and then diluted with ether (100 ml) and poured into saturated aqueous ammonium chloride (100 ml). The pH was lowered to 4 with 3M sulfuric acid. The suspension was extracted with ether (4×100 ml) and then chlo... The reactants are COC(=O)C=1N(S(C2=C(C1O)C=CC1=CC=CC=C12)(=O)=O)C (4-hydroxy-2-methyl-2H-naphtho[2,1-e]-1,2-thiazine-3-carboxylic acid methylester-1,1-dioxide), NC=1SC2=C(N1)C=CC=C2 (2-amino-benzothiazole). Run in C=1(C(=CC=CC1)C)C (xylene). Product: S1C(=NC2=C1C=CC=C2)NC(=O)C=2N(S(C1=C(C2O)C=CC2=CC=CC=C21)(=O)=O)C (N-(2-Benzothiazolyl)-4-hydroxy-2-methyl-2H-naphtho[2,1-e]-1,2-thiazine-3-carboxamide-1,1-dioxide). Yield: 70.0%. Reaction SMILES: CO[C:3]([C:5]1[N:6]([CH3:22])[S:7](=[O:21])(=[O:20])[C:8]2[C:19]3[C:14](=[CH:15][CH:16]=[CH:17][CH:18]=3)[CH:13]=[CH:12][C:9]=2[C:10]=1[OH:11])=[O:4].[NH2:23][C:24]1[S:25][C:26]2[CH:32]=[CH:31][CH:30]=[CH:29][C:27]=2[N:28]=1>C1(C)C(C)=CC=CC=1>[S:25]1[C:26]2[CH:32]=[CH:31][CH:30]=[CH:29][C:27]=2[N:28]=[C:24]1[NH:23][C:3]([C:5]1[N:6]([CH3:22])[S:7](=[O:21])(=[O:20])[C:8]2[C:19]3[C:14](=[CH:15][CH:16]=[CH:17][CH:18]=3)[CH:13]=[CH:12][C:9]=2[C:10]=1[OH:11])=[O:4]. Procedure: N-(2-Benzothiazolyl)-4-hydroxy-2-methyl-2H-naphtho[2,1-e]-1,2-thiazine-3-carboxamide-1,1-dioxide was prepared analogous to Example 22 from 4-hydroxy-2-methyl-2H-naphtho[2,1-e]-1,2-thiazine-3-carboxylic acid methylester-1,1-dioxide and 2-amino-benzothiazole. Yield: 70% of theory, m.p. 262° C (decomp.; from xylene). The reactants are CC#N, CC(C)(O)c1ccc(Cl)nc1, [NH4+], [OH-], O, O=S(=O)(O)O. Yields the product CC(=O)NC(C)(C)c1ccc(Cl)nc1. RXN SMILES: [CH3:19][C:20]#[N:21].[Cl:1][c:2]1[cH:3][cH:4][c:5]([C:8]([CH3:9])([CH3:10])[OH:11])[cH:6][n:7]1.[NH4+:18].[OH-:17].[OH2:22].[S:12](=[O:13])(=[O:14])([OH:15])[OH:16]>>[Cl:1][c:2]1[cH:3][cH:4][c:5]([C:8]([CH3:9])([CH3:10])[NH:21][C:20](=[O:17])[CH3:19])[cH:6][n:7]1.